This data is from the Open Reaction Database (ORD), a public repository of structured organic reaction records. The task is: describe an organic reaction: reactants, conditions, products, and yield The reactants are BrC[C@@H](CCC(=O)O)C ((R)-5-bromo-4-methylpentanoic acid), C1(=CC=CC=C1)P(C1=CC=CC=C1)C1=CC=CC=C1 (triphenylphosphine), C(C)#N (acetonitrile). The solvent is C(C)OCC (diethyl ether). Product: [Br-].C(=O)(O)CCC(C[P+](C1=CC=CC=C1)(C1=CC=CC=C1)C1=CC=CC=C1)C (4-carboxy-2-methylbutyltriphenylphosphonium bromide). Reaction SMILES: [Br:1][CH2:2][C@H:3]([CH3:9])[CH2:4][CH2:5][C:6]([OH:8])=[O:7].[C:10]1([P:16]([C:23]2[CH:28]=[CH:27][CH:26]=[CH:25][CH:24]=2)[C:17]2[CH:22]=[CH:21][CH:20]=[CH:19][CH:18]=2)[CH:15]=[CH:14][CH:13]=[CH:12][CH:11]=1.C(#N)C>C(OCC)C>[Br-:1].[C:6]([CH2:5][CH2:4][CH:3]([CH3:9])[CH2:2][P+:16]([C:17]1[CH:18]=[CH:19][CH:20]=[CH:21][CH:22]=1)([C:23]1[CH:28]=[CH:27][CH:26]=[CH:25][CH:24]=1)[C:10]1[CH:11]=[CH:12][CH:13]=[CH:14][CH:15]=1)([OH:8])=[O:7] |f:4.5|. Reported procedure: A stirred solution of 61.3 g. of (R)-5-bromo-4-methylpentanoic acid [J. S. Dalby et al., J. Chem. Soc., 1962, 4387], 92.0 g. of triphenylphosphine, and 160 ml. of acetonitrile is refluxed for 96 hours. The solution is cooled until crystallization begins and then diluted with 750 ml. of diethyl ether to complete the precipitation. The salt is obtained by filtration and is dried in vacuo at 75°C., m.p. 151°-164°C. Conditions: temperature 0 celsius. Procedure: A solution of (1S,4R)—N-benzyl-2-hydroxyimino-7,7-dimethylbicyclo[2.2.1]hept-1-ylmethanesulfonamide (IXa) (45.0 g, 134 mmol) in ethanol (360 mL) was added dropwise to a solution of sodium acetate (94.5 g, 1150 mmol) and TiCl3 (460 mmol) in 10.5% wt. aq. HCl (320 mL) at −20 to −10° C. The addition was conducted below 0° C., and the reaction mixture was then stirred at 0° C. for an hour prior to addition of neat t-BuNH2.BH3 (29.1 g, 335 mmol) in portions. The mixture was stirred at 0-10° C. for 30... The reactants are C(C1=CC=CC=C1)NS(=O)(=O)C[C@@]12C(C[C@@H](CC1)C2(C)C)=NO ((1S,4R)—N-benzyl-2-hydroxyimino-7,7-dimethylbicyclo[2.2.1]hept-1-ylmethanesulfonamide), C(C)(=O)[O-].[Na+] (sodium acetate), TiCl3, Cl (HCl), C(C)(C)(C)N (t-BuNH2), crude product. RXN SMILES: [CH2:1]([NH:8][S:9]([CH2:12][C@:13]12[C:19]([CH3:21])([CH3:20])[C@H:16]([CH2:17][CH2:18]1)[CH2:15][C:14]2=[N:22]O)(=[O:11])=[O:10])[C:2]1[CH:7]=[CH:6][CH:5]=[CH:4][CH:3]=1.C([O-])(=O)C.[Na+].Cl.C(N)(C)(C)C>C(O)C.C(OCC)(=O)C>[CH2:1]([NH:8][S:9]([CH2:12][C@:13]12[C:19]([CH3:20])([CH3:21])[C@H:16]([CH2:17][CH2:18]1)[CH2:15][C@H:14]2[NH2:22])(=[O:11])=[O:10])[C:2]1[CH:7]=[CH:6][CH:5]=[CH:4][CH:3]=1 |f:1.2|. Product: C(C1=CC=CC=C1)NS(=O)(=O)C[C@@]12[C@@H](C[C@@H](CC1)C2(C)C)N ((1S,2R,4R)—N-benzyl-2-amino-7,7-dimethylbicyclo[2.2.1]hept-1-ylmethanesulfonamide). Solvent: C(C)(=O)OCC (ethyl acetate), C(C)O (ethanol), C(C)O (ethanol). The reactants are N[C@@H]1[C@@H](CN(CC1)C(=O)OC(C)(C)C)OC (tert-butyl cis(±)-4-amino-3-methoxypiperidine-1-carboxylate), CCN=C=NCCCN(C)C.Cl (WSC hydrochloride), N[C@@H]1[C@@H](CN(CC1)C(=O)OC(C)(C)C)OC (tert-Butyl cis(±)-4-amino-3-methoxypiperidine-1-carboxylate), BrC=1N=C(NC1Br)C(=O)O (4,5-dibromoimidazole-2-carboxylic acid). The reagents and catalysts are CN(C)C=1C=CN=CC1 (DMAP). Yields the product BrC=1N=C(NC1Br)C(=O)N[C@@H]1[C@@H](CN(CC1)C(=O)OC(C)(C)C)OC (tert-Butyl cis(±)-4-{[(4,5-dibromo-1H-imidazol-2-yl)carbonyl]amino}-3-methoxypiperidine-1-carboxylate). The yield is 72.0%. RXN SMILES: [NH2:1][C@H:2]1[CH2:7][CH2:6][N:5]([C:8]([O:10][C:11]([CH3:14])([CH3:13])[CH3:12])=[O:9])[CH2:4][C@H:3]1[O:15][CH3:16].[Br:17][C:18]1[N:19]=[C:20]([C:24](O)=[O:25])[NH:21][C:22]=1[Br:23].CCN=C=NCCCN(C)C.Cl>CN(C1C=CN=CC=1)C>[Br:17][C:18]1[N:19]=[C:20]([C:24]([NH:1][C@H:2]2[CH2:7][CH2:6][N:5]([C:8]([O:10][C:11]([CH3:12])([CH3:13])[CH3:14])=[O:9])[CH2:4][C@H:3]2[O:15][CH3:16])=[O:25])[NH:21][C:22]=1[Br:23] |f:2.3|. Reported procedure: The same operation as in Example (1g) was performed using tert-butyl cis(±)-4-amino-3-methoxypiperidine-1-carboxylate obtained by the method described in Example (1e) (300 mg, 1.30 mmol), 4,5-dibromoimidazole-2-carboxylic acid obtained in Example (2a) (300 mg, 1.11 mmol), WSC hydrochloride (460 mg, 2.40 mmol) and DMAP (50 mg, 0.41 mmol), to obtain 384 mg of the title compound as a white solid (72%). Starting materials: O (water), BrC1=CC=C(CBr)C=C1 (4-bromobenzylbromide), C(C)(C)NC(C)C (N,N-diisopropylamine), C([O-])([O-])=O.[K+].[K+] (potassium carbonate). The solvent is CN(C=O)C (dimethylformamide). Conditions: temperature 80 celsius, time 2 hour. The product is BrC1=CC=C(CN(C(C)C)C(C)C)C=C1 (N-(4-Bromobenzyl)-N,N-diisopropylamine). As a reaction SMILES: [Br:1][C:2]1[CH:9]=[CH:8][C:5]([CH2:6]Br)=[CH:4][CH:3]=1.[CH:10]([NH:13][CH:14]([CH3:16])[CH3:15])([CH3:12])[CH3:11].C(=O)([O-])[O-].[K+].[K+].O>CN(C)C=O>[Br:1][C:2]1[CH:9]=[CH:8][C:5]([CH2:6][N:13]([CH:14]([CH3:16])[CH3:15])[CH:10]([CH3:12])[CH3:11])=[CH:4][CH:3]=1 |f:2.3.4|. Reported procedure: A mixture of 4-bromobenzylbromide (5.0 g), N,N-diisopropylamine (7.85 ml) and potassium carbonate (2.76 g) in dimethylformamide (50 ml) was stirred at 80° C. for 2 hours. To the mixture was added water, and the mixture was extracted with ether. The extract was washed with water, dried (MgSO4) and concentrated to give the title compound (5.0 g). The reactants are O1CCN(CC1)CCNC(=O)C=1C(=NC(=CC1C1=CC(=CC=C1)[N+](=O)[O-])C1=CC=CC=C1)C (3-(2-morpholinoethylcarbamoyl)-2-methyl-4-(3-nitrophenyl)-6-phenylpyridine), Cl (hydrochloric acid), O (water). The solvent is C(C)O (ethanol). Yields the product Cl.Cl.O1CCN(CC1)CCNC(=O)C=1C(=NC(=CC1C1=CC(=CC=C1)[N+](=O)[O-])C1=CC=CC=C1)C (3-(2-morpholinoethylcarbamoyl)-2-methyl-4-(3-nitrophenyl)-6-phenylpyridine dihydrochloride). RXN SMILES: [O:1]1[CH2:6][CH2:5][N:4]([CH2:7][CH2:8][NH:9][C:10]([C:12]2[C:13]([CH3:33])=[N:14][C:15]([C:27]3[CH:32]=[CH:31][CH:30]=[CH:29][CH:28]=3)=[CH:16][C:17]=2[C:18]2[CH:23]=[CH:22][CH:21]=[C:20]([N+:24]([O-:26])=[O:25])[CH:19]=2)=[O:11])[CH2:3][CH2:2]1.[ClH:34].O>C(O)C>[ClH:34].[ClH:34].[O:1]1[CH2:2][CH2:3][N:4]([CH2:7][CH2:8][NH:9][C:10]([C:12]2[C:13]([CH3:33])=[N:14][C:15]([C:27]3[CH:28]=[CH:29][CH:30]=[CH:31][CH:32]=3)=[CH:16][C:17]=2[C:18]2[CH:23]=[CH:22][CH:21]=[C:20]([N+:24]([O-:26])=[O:25])[CH:19]=2)=[O:11])[CH2:5][CH2:6]1 |f:4.5.6|. Reported procedure: To a solution of 3-(2-morpholinoethylcarbamoyl)-2-methyl-4-(3-nitrophenyl)-6-phenylpyridine (3 g) in ethanol (60 ml) was added concentrated hydrochloric acid (1.68 ml) and water (3.32 ml). The separated crystal was filtered, washed with ethanol (20 ml) and dried in vacuo to give 3-(2-morpholinoethylcarbamoyl)-2-methyl-4-(3-nitrophenyl)-6-phenylpyridine dihydrochloride (2.91 g). The reactants are O (water), [BH4-].[Na+] (Sodium borohydride), ClC=1C=CC=2N(C1)C(=C(N2)C2=CC=C(C=C2)Cl)/C=C/C(=O)N2CCC(CC2)(O)CC2=CC=CC=C2 ((E)-1-{3-[6-chloro-2-(4-chlorophenyl)imidazo[1,2-a]pyridine-3-yl]-1-oxo-2-propenyl}-4-(phenylmethyl)-4-piperidinol), [BH4-].[Na+] (sodium borohydride). Procedure: Sodium borohydride (30 mg, 0.8 mmol) was added to a solution of (E)-1-{3-[6-chloro-2-(4-chlorophenyl)imidazo[1,2-a]pyridine-3-yl]-1-oxo-2-propenyl}-4-(phenylmethyl)-4-piperidinol (Description 20, 40 mg, 0.08 mmol) in pyridine/methanol (3:1, 4 mL) and the mixture was stirred under reflux for 2 h. Further portions of sodium borohydride (30 mg, 0.8 mmol) were added and the reaction was monitored by mass spectrometry until no starting material remained. The mixture was cooled, poured into water (75 ... Reaction SMILES: [BH4-].[Na+].[Cl:3][C:4]1[CH:5]=[CH:6][C:7]2[N:8]([C:10](/[CH:20]=[CH:21]/[C:22]([N:24]3[CH2:29][CH2:28][C:27]([CH2:31][C:32]4[CH:37]=[CH:36][CH:35]=[CH:34][CH:33]=4)([OH:30])[CH2:26][CH2:25]3)=[O:23])=[C:11]([C:13]3[CH:18]=[CH:17][C:16]([Cl:19])=[CH:15][CH:14]=3)[N:12]=2)[CH:9]=1.O>N1C=CC=CC=1.CO>[Cl:3][C:4]1[CH:5]=[CH:6][C:7]2[N:8]([C:10]([CH2:20][CH2:21][C:22]([N:24]3[CH2:25][CH2:26][C:27]([CH2:31][C:32]4[CH:37]=[CH:36][CH:35]=[CH:34][CH:33]=4)([OH:30])[CH2:28][CH2:29]3)=[O:23])=[C:11]([C:13]3[CH:14]=[CH:15][C:16]([Cl:19])=[CH:17][CH:18]=3)[N:12]=2)[CH:9]=1 |f:0.1,4.5|. Product: ClC=1C=CC=2N(C1)C(=C(N2)C2=CC=C(C=C2)Cl)CCC(=O)N2CCC(CC2)(O)CC2=CC=CC=C2 (1-{3-[6-Chloro-2-(4-chlorophenyl)imidazo[1,2-a]pyridine-3-yl]-1-oxopropyl}-4-(phenylmethyl)-4-piperidinol). The solvent is N1=CC=CC=C1.CO (pyridine methanol). Conditions: temperature 100 celsius. The solvent is C1COCCO1. Reagents/catalysts: CC(C)(C)[O-].[Na+], CC(C)OC1=C(C(=CC=C1)OC(C)C)C2=CC=CC=C2P(C3CCCCC3)C4CCCCC4, CC(=O)O.CC(=O)O.[Pd]. The reactants are CC(C)(C)OC(=O)N1CCNCC1, C1=CC(=CN=C1)Br. Yields the product CC(C)(C)OC(=O)N1CCN(CC1)C2=CN=CC=C2. Procedure details: diacetoxypalladium (0.072 g, 0.32 mmol) and RuPhos (0.301 g, 0.64 mmol) were stirred in 1,4-dioxane (11.36 ml) for 10 mins at 50 °C.tert-butyl piperazine-1-carboxylate (0.6 g, 3.22 mmol), 3-bromopyridine (0.310 ml, 3.22 mmol) and sodium tert-butoxide (0.464 g, 4.83 mmol) were added and the reaction mixture was stirred at 100 °C for 64 h. The reaction mixture was filtered through celite. The crude product was purified by flash silica chromatography, elution gradient 20 to 100% EtOAc in heptane. P... Yield: 38.0%.